describe an organic reaction: reactants, conditions, products, and yield From a dataset of the Open Reaction Database (ORD), a public repository of structured organic reaction records. Yields the product BrC=1N=C(C=2N=CN([C@H]3[C@H](O)[C@H](O)[C@@H](CO)O3)C2N1)NN1CCCCC1 (2-Bromo-N-(1-piperidinyl)adenosine). Reaction SMILES: C([O:4][C@@H:5]1[C@H:9]([O:10]C(=O)C)[C@@H:8]([CH2:14][O:15]C(=O)C)[O:7][C@H:6]1[N:19]1[C:34]2[N:33]=[C:32]([Br:35])[N:31]=[C:23]([NH:24][N:25]3[CH2:30][CH2:29][CH2:28][CH2:27][CH2:26]3)[C:22]=2[N:21]=[CH:20]1)(=O)C>N>[Br:35][C:32]1[N:31]=[C:23]([NH:24][N:25]2[CH2:26][CH2:27][CH2:28][CH2:29][CH2:30]2)[C:22]2[N:21]=[CH:20][N:19]([C:34]=2[N:33]=1)[C@@H:6]1[O:7][C@H:8]([CH2:14][OH:15])[C@@H:9]([OH:10])[C@H:5]1[OH:4]. Run at time 16 hour. Solvent: N (ammonia). Starting materials: C(C)(=O)O[C@H]1[C@@H](O[C@@H]([C@H]1OC(C)=O)COC(C)=O)N1C=NC=2C(NN3CCCCC3)=NC(=NC12)Br (2',3',5'-tri-O-acetyl-2-bromo-N-(1-piperidinyl)adenosine). Procedure: The above 2',3',5'-tri-O-acetyl-2-bromo-N-(1-piperidinyl)adenosine was treated with methanolic ammonia (10 ml) (previously saturated at -10° C.) and stirred at room temperature for 16 hours after which time TLC investigation indicated that the starting material was consumed and a new product was present [rf 0.24 (SiO2, ethyl acetate/methanol (90/10)]. The reaction mixture was evaporated and the resultant residue was treated with water (25 ml) and the suspension was extracted with ethyl acetate (... As a reaction SMILES: [S:1]1[CH:5]=[CH:4][CH:3]=[C:2]1[CH2:6][CH2:7][OH:8].ClCCl.[CH3:12][S:13](Cl)(=[O:15])=[O:14]>C(N(CC)CC)C>[CH3:12][S:13]([O:8][CH2:7][CH2:6][C:2]1[S:1][CH:5]=[CH:4][CH:3]=1)(=[O:15])=[O:14]. Product: CS(=O)(=O)OCCC=1SC=CC1 (2-(2-Thienyl)ethanol O-Methanesulfonate). The solvent is C(C)N(CC)CC (triethylamine). The reactants are S1C(=CC=C1)CCO (2-(2-thienyl)ethanol), ClCCl (dichloromethane), CS(=O)(=O)Cl (methanesulfonyl chloride). Reaction conditions: time 1 hour. Reported procedure: A mixture of 12.8 g of 2-(2-thienyl)ethanol, 450 ml. of dichloromethane and 20.2 g. of triethylamine is chilled to -10° C. and 12.8 g. of cold methanesulfonyl chloride is added dropwise over 30 minutes. After stirring for 1 hour, the mixture is washed with 300 ml. of cold water, 300 ml. of cold 10% hydrochloric acid, 300 ml. of cold saturated sodium bicarbonate, and 300 ml. of cold saturated sodium chloride solution. The organic layer is dried over magnesium sulfate and concentrated under vacuum... Starting materials: O=C([O-])[O-], COc1ccc(N2CCNCC2)cc1, CN(C)C=O, ClCCBr, [K+], [K+]. RXN SMILES: [C:15](=[O:16])([O-:17])[O-:18].[CH3:1][O:2][c:3]1[cH:4][cH:5][c:6]([N:9]2[CH2:10][CH2:11][NH:12][CH2:13][CH2:14]2)[cH:7][cH:8]1.[CH3:25][N:26]([CH3:27])[CH:28]=[O:29].[Cl:21][CH2:22][CH2:23][Br:24].[K+:19].[K+:20]>>[CH3:1][O:2][c:3]1[cH:4][cH:5][c:6]([N:9]2[CH2:10][CH2:11][N:12]([CH2:23][CH2:22][Cl:21])[CH2:13][CH2:14]2)[cH:7][cH:8]1. Yields the product COc1ccc(N2CCN(CCCl)CC2)cc1. The solvent is CC(=O)C (acetone), CC(=O)C (acetone). The reactants are C(C)(C)O (isopropyl alcohol), OCC[C@@H]1[C@@H](C(N1)=O)C(C)(C)OC ((3R, 4R)-4-(2-hydroxyethyl)-3-(1-methoxy-1-methylethyl)azetidin-2-one), CC(=O)C.OS(=O)(=O)O.O=[Cr](=O)=O (Jones reagent). Procedure details: A solution of (3R, 4R)-4-(2-hydroxyethyl)-3-(1-methoxy-1-methylethyl)azetidin-2-one (250 mg) in acetone (26.7 ml) as added to a solution of 2N Jones reagent (2.67 ml) in acetone (24.03 ml) at ambient temperature over a period of 40 minutes and the mixture was stirred for another 40 minutes. After addition of an excess of isopropyl alcohol to the mixture, the solvent was distilled off. The residue was dissolved in chloroform and washed with a saturated aqueous sodium chloride. The aqueous layer w... Product: COC(C)(C)[C@H]1[C@H](NC1=O)CC(=O)O (2-[(2R, 3R)-3-(1-methoxy-1-methylethyl)-4-oxoazetidin-2-yl]acetic acid). Reaction SMILES: [OH:1][CH2:2][CH2:3][C@H:4]1[NH:7][C:6](=[O:8])[C@H:5]1[C:9]([O:12][CH3:13])([CH3:11])[CH3:10].CC(C)=[O:16].OS(O)(=O)=O.O=[Cr](=O)=O.C(O)(C)C>CC(C)=O>[CH3:13][O:12][C:9]([C@@H:5]1[C:6](=[O:8])[NH:7][C@@H:4]1[CH2:3][C:2]([OH:16])=[O:1])([CH3:11])[CH3:10] |f:1.2.3|. Reaction conditions: time 40 minute. Reactants: OCCCN1[C@@H](CCC1)C(=O)N ((S)-1-(3-hydroxypropyl)-pyrrolidine-2-carboxamide), N(=NC(=O)OCC)C(=O)OCC (diethyl azodicarboxylate), OCCCN1[C@@H](CCC1)C(=O)N ((S)-1-(3-hydroxypropyl)-pyrrolidine-2-carboxamide), BrC1=CC(=C(NC2=NC=NC3=CC(=C(C=C23)OC)O)C=C1)F (4-(4-bromo-2-fluoroanilino)-7-hydroxy-6-methoxyquinazoline), C(Cl)Cl (methylene chloride), C(Cl)Cl (methylene chloride), N(=NC(=O)OCC)C(=O)OCC (diethyl azodicarboxylate), C1(=CC=CC=C1)P(C1=CC=CC=C1)C1=CC=CC=C1 (triphenylphosphine), S-1-(3-hydroxypropyl)-pyrrolidine-2-carboxamide, C1(=CC=CC=C1)P(C1=CC=CC=C1)C1=CC=CC=C1 (triphenylphosphine). Reaction conditions: time 1 hour. Yields the product Cl.BrC1=CC(=C(NC2=NC=NC3=CC(=C(C=C23)OC)OCCCN2[C@@H](CCC2)C(N)=O)C=C1)F ((S)-4-(4-bromo-2-fluoroanilino)-7-(3-(2-carbamoylpyrrolidin-1-yl)propoxy)-6-methoxyquinazoline hydrochloride). Yield: 47.0%. RXN SMILES: N(C(OCC)=O)=NC(OCC)=O.[OH:13][CH2:14][CH2:15][CH2:16][N:17]1[CH2:21][CH2:20][CH2:19][C@H:18]1[C:22]([NH2:24])=[O:23].[Br:25][C:26]1[CH:45]=[CH:44][C:29]([NH:30][C:31]2[C:40]3[C:35](=[CH:36][C:37](O)=[C:38]([O:41][CH3:42])[CH:39]=3)[N:34]=[CH:33][N:32]=2)=[C:28]([F:46])[CH:27]=1.C1(P(C2C=CC=CC=2)C2C=CC=CC=2)C=CC=CC=1.C(Cl)[Cl:67]>>[ClH:67].[Br:25][C:26]1[CH:45]=[CH:44][C:29]([NH:30][C:31]2[C:40]3[C:35](=[CH:36][C:37]([O:13][CH2:14][CH2:15][CH2:16][N:17]4[CH2:21][CH2:20][CH2:19][C@H:18]4[C:22](=[O:23])[NH2:24])=[C:38]([O:41][CH3:42])[CH:39]=3)[N:34]=[CH:33][N:32]=2)=[C:28]([F:46])[CH:27]=1 |f:5.6|. Procedure details: A solution of diethyl azodicarboxylate (209 mg, 1.2 mmol) in methylene chloride (1 ml) and then (S)-1-(3-hydroxypropyl)-pyrrolidine-2-carboxamide (97 mg, 0.56 mmol) was added dropwise to a suspension of 4-(4-bromo-2-fluoroanilino)-7-hydroxy-6-methoxyquinazoline (146 mg, 0.4 mmol), (prepared as described for the starting material in Example 48), and triphenylphosphine (314 mg, 1.2 mmol) in methylene chloride (4 ml) under nitrogen. The mixture was stirred for 1 hour at ambient temperature and furt...